Task: describe an organic reaction: reactants, conditions, products, and yield. Dataset: the Open Reaction Database (ORD), a public repository of structured organic reaction records The reactants are C(CC(=O)C)(=O)OC (methyl acetoacetate), N(=O)[O-].[Na+] (sodium nitrite), O (water), Cl (hydrochloric acid). The solvent is C(C)OCC (diethylether). Conditions: time 1 hour. Yields the product ON=C(C(=O)OC)C(=O)C (methyl 2-hydroxyiminoacetoacetate). The yield is 86.3%. RXN SMILES: [C:1]([O:7][CH3:8])(=[O:6])[CH2:2][C:3]([CH3:5])=[O:4].[N:9]([O-])=[O:10].[Na+].Cl.O>C(OCC)C>[OH:10][N:9]=[C:2]([C:3]([CH3:5])=[O:4])[C:1]([O:7][CH3:8])=[O:6] |f:1.2|. Reported procedure: To a solution of 46.45 g (0.4 mol) of methyl acetoacetate in 200 ml of diethylether, 30.4 g (0.44 mol) of sodium nitrite was added and the mixture was cooled in an ice bath and treated dropwise with 40 ml (0.48 mol) of a concentrated hydrochloric acid. After stirring for 1 hour at room temperature, 200 ml of water was added and the mixture was extracted three times with 200 ml of diethylether. After washing with water and a saturated aqueous sodium chloride followed by drying over with anhydrous... The reactants are COC(C(C1=CC=C(C=C1)OCC(=O)C1=CC2=CC=CC=C2C=C1)=O)=O (4-[2-(2-naphthalenyl)-2-oxoethoxy]-alpha-oxobenzeneacetic acid methyl ester), [OH-].[Na+] (sodium hydroxide). The solvent is CO (methanol), O1CCCC1 (tetrahydrofuran). Conditions: time 5 minute. The product is C1=C(C=CC2=CC=CC=C12)C(COC1=CC=C(C=C1)C(C(=O)O)=O)=O (4-[2-(2-naphthalenyl)-2-oxoethoxy]-alpha-oxobenzeneacetic acid). Reaction SMILES: C[O:2][C:3](=[O:26])[C:4](=[O:25])[C:5]1[CH:10]=[CH:9][C:8]([O:11][CH2:12][C:13]([C:15]2[CH:24]=[CH:23][C:22]3[C:17](=[CH:18][CH:19]=[CH:20][CH:21]=3)[CH:16]=2)=[O:14])=[CH:7][CH:6]=1.[OH-].[Na+]>CO.O1CCCC1>[CH:16]1[C:17]2[C:22](=[CH:21][CH:20]=[CH:19][CH:18]=2)[CH:23]=[CH:24][C:15]=1[C:13](=[O:14])[CH2:12][O:11][C:8]1[CH:9]=[CH:10][C:5]([C:4](=[O:25])[C:3]([OH:26])=[O:2])=[CH:6][CH:7]=1 |f:1.2|. Procedure details: A solution of 4-[2-(2-naphthalenyl)-2-oxoethoxy]-alpha-oxobenzeneacetic acid methyl ester (0.57 g) in methanol (3 mL) and tetrahydrofuran (8 mL) was treated with 1N sodium hydroxide (1.7 mL) and a white precipitate formed after 1 minutes. After 5 minutes, the reaction mixture was concentrated, the residue was acidified with excess hydrochloric acid and partitioned between dichloromethane (100 mL) and water (10 mL). The organic layer was dried (MgSO4) and concentrated. The resulting residue was c... Reactants: [H-].[Na+] (sodium hydride), CC1=CC=C(N=N1)N1CCC(CC1)CCO (1-(6-methyl-3-pyridazinyl)-4-(2-hydroxyethyl)-piperidine), ClC=1SC=C(N1)CO[Si](C)(C)C(C)(C)C (2-chloro-4-t-butyldimethylsilyloxymethylthiazole). Run in C(OC)COC (dimethoxyethane), C(OC)COC (DME), CCOCC (ether). Conditions: time 2 hour. Yields the product [Si](C)(C)(C(C)(C)C)OCC=1N=CSC1 (4t-butyldimethylsilyloxymethylthiazole). Isolated yield 81.8%. RXN SMILES: [H-].[Na+].CC1N=NC(N2CCC(CCO)CC2)=CC=1.Cl[C:20]1[S:21][CH:22]=[C:23]([CH2:25][O:26][Si:27]([C:30]([CH3:33])([CH3:32])[CH3:31])([CH3:29])[CH3:28])[N:24]=1>C(COC)OC.CCOCC>[Si:27]([O:26][CH2:25][C:23]1[N:24]=[CH:20][S:21][CH:22]=1)([C:30]([CH3:33])([CH3:31])[CH3:32])([CH3:28])[CH3:29] |f:0.1|. Procedure details: A suspension of sodium hydride (60%, 135 mg, 3.4 mmol) and 1-(6-methyl-3-pyridazinyl)-4-(2-hydroxyethyl)-piperidine (250 mg, 1.1 mmol) in dimethoxyethane (DME; 4 ml) was stirred at room temperature for 2 hr. A solution of 2-chloro-4-t-butyldimethylsilyloxymethylthiazole (385 mg, 1.46 mmol) in DME (1 ml) was added and the mixture stirred at reflux under argon for 5 hr then at room temperature overnight. The mixture was diluted with ether, filtered and then concentrated. The residue was chromatogr... The reactants are O (water), C(C)OC(=O)N1CCC(CC1)=O (1-ethoxycarbonyl-4-piperidinone), C=1(O)C(O)=CC=CC1 (pyrocatechol), C1(=CC=C(C=C1)S(=O)(=O)O)C (p-toluenesulfonic acid). Run in C1(=CC=CC=C1)C (toluene). The product is C(C)OC(=O)N1CCC2(CC1)OC1=C(O2)C=CC=C1 (1'-ethoxycarbonyl-spiro[1,3-benzodioxole-2,4'-piperidine]). Reaction SMILES: [CH2:1]([O:3][C:4]([N:6]1[CH2:11][CH2:10][C:9](=[O:12])[CH2:8][CH2:7]1)=[O:5])[CH3:2].[C:13]1([C:15](=[CH:17][CH:18]=[CH:19][CH:20]=1)O)[OH:14].C1(C)C=CC(S(O)(=O)=O)=CC=1.O>C1(C)C=CC=CC=1>[CH2:1]([O:3][C:4]([N:6]1[CH2:7][CH2:8][C:9]2([O:14][C:13]3[CH:15]=[CH:17][CH:18]=[CH:19][C:20]=3[O:12]2)[CH2:10][CH2:11]1)=[O:5])[CH3:2]. Procedure details: A mixture of 1-ethoxycarbonyl-4-piperidinone (17 g), pyrocatechol (13 g) and p-toluenesulfonic acid (2.5 g) in 250 ml of dry toluene was refluxed with continous removal of water. After 3 h the reaction mixture was concentrated in vacuo, 2% NaOH (200 ml) was added followed by extraction with dichloromethane. After drying over magnesium sulfate and removal of solvent in vacuo, the remaining red oil was applied to a silica gel column (eluent: ethyl acetate/heptane=1:1) giving 22 g of a slightly yel... Yields the product FC1=C(OC2=C(C(=C(N)C=C2Cl)Cl)Cl)C=CC(=C1)F (4-(2,4-difluorophenoxy)-2,3,5-trichloroaniline). Reported procedure: Into a 300 milliliter round bottom reaction flask was charged 14.9 grams (51.4 mmol) of 3,5-dichloro-4-(2,4-difluorophenoxy) aniline, 7.2 grams (53.9 mmol) of N-chlorosuccinimide (NCS), and 100 milliliters of benzene. The reaction mixture was refluxed for 2 hours after which time additional NCS (350 milligrams, 2.6 mmol) was added. Reflux was then continued for an additional 1 hour. The mixture was allowed to cool, diluted with ethyl acetate (200 milliliters), washed with H2O, saturated NaHCO3 a... Reaction conditions: time 1 hour. The reagents and catalysts are ClN1C(CCC1=O)=O (NCS). Isolated yield 58.8%. Starting materials: ClC=1C=C(N)C=C(C1OC1=C(C=C(C=C1)F)F)Cl (3,5-dichloro-4-(2,4-difluorophenoxy) aniline), ClN1C(CCC1=O)=O (N-chlorosuccinimide), C1=CC=CC=C1 (benzene). RXN SMILES: [Cl:1][C:2]1[CH:3]=[C:4]([CH:6]=[C:7]([Cl:18])[C:8]=1[O:9][C:10]1[CH:15]=[CH:14][C:13]([F:16])=[CH:12][C:11]=1[F:17])[NH2:5].[Cl:19]N1C(=O)CCC1=O.C1C=CC=CC=1>C(OCC)(=O)C.ClN1C(=O)CCC1=O>[F:17][C:11]1[CH:12]=[C:13]([F:16])[CH:14]=[CH:15][C:10]=1[O:9][C:8]1[C:2]([Cl:1])=[CH:3][C:4]([NH2:5])=[C:6]([Cl:19])[C:7]=1[Cl:18]. The solvent is C(C)(=O)OCC (ethyl acetate). Starting materials: C(C)(C)C1=CC=C(CC2\N=C(/C3=C(NC2=O)C=CC(=C3)Cl)\C3=CC=C(C=C3)O)C=C1 ((Z)-3-(4-Isopropylbenzyl)-7-chloro-5-(4-hydroxyphenyl)-1H-benzo[e][1,4]diazepin-2(3H)-one), C(C)(C)C1=CC=C(CC2\N=C(/C3=C(N(C2=O)C)C=CC(=C3)Cl)\C3=CC=C(C=C3)O)C=C1 ((Z)-3-(4-Isopropylbenzyl)-7-chloro-5-(4-hydroxyphenyl)-1-methyl-1H-benzo[e][1,4]diazepin-2(3H)-one). The product is C(C)(C)C=1C=C(CC2\N=C(/C3=C(N(C2=O)C)C=CC(=C3)Cl)\C3=CC=C(C=C3)O)C=CC1 ((Z)-3-(3-Isopropylbenzyl)-7-chloro-5-(4-hydroxyphenyl)-1-methyl-1H-benzo[e][1,4]diazepin-2(3H)-one). Reaction SMILES: [CH:1](C1C=CC(CC2C(=O)NC3C=CC(Cl)=CC=3C(C3C=CC(O)=CC=3)=N2)=CC=1)([CH3:3])[CH3:2].C([C:34]1[CH:61]=[CH:60][C:37]([CH2:38][CH:39]2[C:45](=[O:46])[N:44]([CH3:47])[C:43]3[CH:48]=[CH:49][C:50]([Cl:52])=[CH:51][C:42]=3[C:41]([C:53]3[CH:58]=[CH:57][C:56]([OH:59])=[CH:55][CH:54]=3)=[N:40]2)=[CH:36][CH:35]=1)(C)C>>[CH:1]([C:35]1[CH:36]=[C:37]([CH:60]=[CH:61][CH:34]=1)[CH2:38][CH:39]1[C:45](=[O:46])[N:44]([CH3:47])[C:43]2[CH:48]=[CH:49][C:50]([Cl:52])=[CH:51][C:42]=2[C:41]([C:53]2[CH:54]=[CH:55][C:56]([OH:59])=[CH:57][CH:58]=2)=[N:40]1)([CH3:3])[CH3:2]. Procedure: 1H NMR (300 MHz, DMSO-d6) δ 1.18 and 1.21 (two d, 6H), 2.84 (heptet, 1H), 3.3-3.4 (m, 5H; contains NMe singlet at 3.34), 3.82 (t, 1H), 6.85 (d, 2H), 7.0-7.3 (m, 5H), 7.38 (d, 2H), 7.64 (d, 1H), 7.77 (dd, 1H), 9-11 (br s, 1H). MS, m/z 433.2 [M+1]. (Z)-3-(4-Isopropylbenzyl)-7-chloro-5-(4-hydroxyphenyl)-1H-benzo[e][1,4]diazepin-2(3H)-one. 1H NMR (300 MHz, DMSO-d6) 1.15 (d, 6H), 2.82 (septet, 1H), 3.24-3.38 (m, 2H), 3.63 (m, 1H), 6.79 (m, 2H), 7.10-7.30 (m, 8H), 7.59 (dd, 1H), 9.45 (s, 1H), 10.61 (s... Reactants: C(C)OC(CC1C2=C(B(O1)O)C=C(C=C2C)OC2=NC(=NC=C2)NCCNC(=O)OC(C)(C)C)=O ({6-[2-(2-tert-butoxycarbonylamino-ethylamino)-pyrimidin-4-yloxy]-1-hydroxy-4-methyl-1,3-dihydro-benzo[c][1,2]oxaborol-3-yl}-acetic acid ethyl ester), [OH-].[Li+] (lithium hydroxide). Solvent: C1CCOC1 (THF), O (water). Run at temperature 0 celsius, time 1 hour. The product is C(C)(C)(C)OC(=O)NCCNC1=NC=CC(=N1)OC=1C=C(C2=C(B(OC2CC(=O)O)O)C1)C ({6-[2-(2-tert-butoxycarbonylamino-ethylamino)-pyrimidin-4-yloxy]-1-hydroxy-4-methyl-1,3-dihydro-benzo[c][1,2]oxaborol-3-yl}-acetic acid). As a reaction SMILES: C([O:3][C:4](=[O:35])[CH2:5][CH:6]1[O:10][B:9]([OH:11])[C:8]2[CH:12]=[C:13]([O:17][C:18]3[CH:23]=[CH:22][N:21]=[C:20]([NH:24][CH2:25][CH2:26][NH:27][C:28]([O:30][C:31]([CH3:34])([CH3:33])[CH3:32])=[O:29])[N:19]=3)[CH:14]=[C:15]([CH3:16])[C:7]1=2)C.[OH-].[Li+]>C1COCC1.O>[C:31]([O:30][C:28]([NH:27][CH2:26][CH2:25][NH:24][C:20]1[N:19]=[C:18]([O:17][C:13]2[CH:14]=[C:15]([CH3:16])[C:7]3[CH:6]([CH2:5][C:4]([OH:35])=[O:3])[O:10][B:9]([OH:11])[C:8]=3[CH:12]=2)[CH:23]=[CH:22][N:21]=1)=[O:29])([CH3:34])([CH3:33])[CH3:32] |f:1.2|. Reported procedure: A solution of {6-[2-(2-tert-butoxycarbonylamino-ethylamino)-pyrimidin-4-yloxy]-1-hydroxy-4-methyl-1,3-dihydro-benzo[c][1,2]oxaborol-3-yl}-acetic acid ethyl ester (0.35 g, 0.72 mmol) in THF (5 mL) was treated with lithium hydroxide (0.084 g, 3.60 mmol) in water (5 mL) at 0° C. The mixture was stirred at 0° C. for 1 hour then at room temperature for 1 hour. The mixture was quenched with 2N HCl to pH 2 then concentrated to approximately half of the entire volume. The mixture was diluted with brine ... The product is C(C)(C)(C)N1N=CC(=C(C1=O)C(=O)OC)NCC1=CC=NC=C1 (2-tert-butyl-4-methoxycarbonyl-5-(4-pyridylmethylamino)pyridazin-3-(2H)-one). Reaction SMILES: C(O)C.[C:4]([N:8]1[C:13](=[O:14])[C:12]([C:15]([O:17][CH3:18])=[O:16])=[C:11](Cl)[CH:10]=[N:9]1)([CH3:7])([CH3:6])[CH3:5].[N:20]1[CH:25]=[CH:24][C:23]([CH2:26][NH2:27])=[CH:22][CH:21]=1>C(N(CC)CC)C>[C:4]([N:8]1[C:13](=[O:14])[C:12]([C:15]([O:17][CH3:18])=[O:16])=[C:11]([NH:27][CH2:26][C:23]2[CH:24]=[CH:25][N:20]=[CH:21][CH:22]=2)[CH:10]=[N:9]1)([CH3:7])([CH3:6])[CH3:5]. Reported procedure: 7 ml of an absolute ethanol solution of 170 mg of 2-tert-butyl-5-chloro-4-methoxycarbonylpyridazin-3-(2H)-one, 76 mg of 4-picolylamine and 80 mg of triethylamine, was reacted for 4 hours under heating and refluxing and then left to cool. Ethanol was distilled off under reduced pressure, and 0.3 g of the obtained oil was subjected to column chromatography. Using an eluent (ethyl acetate:methanol=20:1), 0.13 g of the desired product (Compound No. 22) having a melting point of from 99° to 100° C., ... The reactants are C(C)O (ethanol), C(C)(C)(C)N1N=CC(=C(C1=O)C(=O)OC)Cl (2-tert-butyl-5-chloro-4-methoxycarbonylpyridazin-3-(2H)-one), N1=CC=C(C=C1)CN (4-picolylamine). The solvent is C(C)N(CC)CC (triethylamine).